Dataset: the Open Reaction Database (ORD), a public repository of structured organic reaction records. Task: describe an organic reaction: reactants, conditions, products, and yield Starting materials: CSC1=C(C=C(C(=O)NC=2C=CC(=C(C2)S(=O)(=O)OCC(C)(C)C)C=CC2=C(C=CC=C2)NC(C2=CC(=C(C=C2)SC)S(=O)(=O)N2CCOCC2)=O)C=C1)S(=O)(=O)N1CCOCC1 (5-[4-Methylsulfanyl-3-(morpholine-4-sulfonyl)-benzoylamino]-2-(2-{[4-methylsulfanyl-3-(morpholine-4-sulfonyl)-benzoylamino]-phenyl}-vinyl)-benzenesulfonic Acid, 2,2-Dimethylpropyl Ester). Reagents/catalysts: [Cl-].C[N+](C)(C)C (tetramethylammonium chloride). Run in CN(C=O)C (dimethylformamide). Run at temperature 100 celsius, time 2 day. Yields the product CSC1=C(C=C(C(=O)NC=2C=CC(=C(C2)S(=O)(=O)O)C=CC2=C(C=CC=C2)NC(C2=CC(=C(C=C2)SC)S(=O)(=O)N2CCOCC2)=O)C=C1)S(=O)(=O)N1CCOCC1 (5-[4-Methylsulfanyl-3-(morpholine-4-sulfonyl)-benzoylamino]-2-(2-{[4-methylsulfanyl-3-(morpholine-4-sulfonyl)-benzoylamino]-phenyl}-vinyl)-benzenesulfonic Acid). Isolated yield 43.2%. Reaction SMILES: [CH3:1][S:2][C:3]1[CH:54]=[CH:53][C:6]([C:7]([NH:9][C:10]2[CH:11]=[CH:12][C:13]([CH:25]=[CH:26][C:27]3[CH:32]=[CH:31][CH:30]=[CH:29][C:28]=3[NH:33][C:34](=[O:52])[C:35]3[CH:40]=[CH:39][C:38]([S:41][CH3:42])=[C:37]([S:43]([N:46]4[CH2:51][CH2:50][O:49][CH2:48][CH2:47]4)(=[O:45])=[O:44])[CH:36]=3)=[C:14]([S:16]([O:19]CC(C)(C)C)(=[O:18])=[O:17])[CH:15]=2)=[O:8])=[CH:5][C:4]=1[S:55]([N:58]1[CH2:63][CH2:62][O:61][CH2:60][CH2:59]1)(=[O:57])=[O:56]>CN(C)C=O.[Cl-].C[N+](C)(C)C>[CH3:1][S:2][C:3]1[CH:54]=[CH:53][C:6]([C:7]([NH:9][C:10]2[CH:11]=[CH:12][C:13]([CH:25]=[CH:26][C:27]3[CH:32]=[CH:31][CH:30]=[CH:29][C:28]=3[NH:33][C:34](=[O:52])[C:35]3[CH:40]=[CH:39][C:38]([S:41][CH3:42])=[C:37]([S:43]([N:46]4[CH2:51][CH2:50][O:49][CH2:48][CH2:47]4)(=[O:45])=[O:44])[CH:36]=3)=[C:14]([S:16]([OH:19])(=[O:18])=[O:17])[CH:15]=2)=[O:8])=[CH:5][C:4]=1[S:55]([N:58]1[CH2:63][CH2:62][O:61][CH2:60][CH2:59]1)(=[O:57])=[O:56] |f:2.3|. Procedure details: To a solution of 5-[4-methylsulfanyl-3-(morpholine-4-sulfonyl)-benzoylamino]-2-(2-{[4-methylsulfanyl-3-(morpholine-4-sulfonyl)-benzoylamino]-phenyl}-vinyl)-benzenesulfonic acid, 2,2-dimethylpropyl ester (Example 58, 0.30 g, 0.31 mimol) in 10 mL of anhydrous dimethylformamide was added tetramethylammonium chloride (0.069 g, 0.62 mmol) and the solution purged with nitrogen. The mixture was then heated to 100° C. and its progress followed by analytical reverse phase HPLC. After two days no starting...